Dataset: the Open Reaction Database (ORD), a public repository of structured organic reaction records. Task: describe an organic reaction: reactants, conditions, products, and yield Reactants: C1(CCC=CCCC=CCCC1)C=O (4,8-Cyclododecadiene carboxaldehyde), C(C)(C)[Mg]Cl (isopropylmagnesium chloride). The solvent is C1CCOC1 (THF). Product: C1(CCC=CCCC=CCCC1)C(C(C)C)O (1-(4,8-cyclododecadienyl)-2-methyl-1-propanol). The yield is 65.2%. As a reaction SMILES: [CH:1]1([CH:13]=[O:14])[CH2:12][CH2:11][CH2:10][CH:9]=[CH:8][CH2:7][CH2:6][CH:5]=[CH:4][CH2:3][CH2:2]1.[CH:15]([Mg]Cl)([CH3:17])[CH3:16]>C1COCC1>[CH:1]1([CH:13]([OH:14])[CH:15]([CH3:17])[CH3:16])[CH2:12][CH2:11][CH2:10][CH:9]=[CH:8][CH2:7][CH2:6][CH:5]=[CH:4][CH2:3][CH2:2]1. Reported procedure: 4,8-Cyclododecadiene carboxaldehyde (QRM 2185) [14.0 g; 0.072 mol] was dissolved in THF (50 ml), and isopropylmagnesium chloride [36 ml; 2.0 M in Et2O, 0.072 mol] was added dropwise with stirring under N2. The reaction mixture was stirred for 30 minutes, most solvent was removed in vacuo, and the residue quenched with saturated ammonium chloride solution, then partitioned (Et2O/H2O). The organic layer was separated, washed and dried over MgSO4. The solvent was removed in vacuo, and the residue w... Reactants: P(=O)(O)(O)[O-].[K+] (potassium dihydrogen phosphate), OC=1C(=C2C(NC=NN2C1)=O)C (6-hydroxy-5-methyl-3H-pyrrolo[2,1-f][1,2,4]triazin-4-one), C(C)(C)N(CC)C(C)C (diisopropylethylamine), C(C(C)(C)C)(=O)Cl (pivaloyl chloride). The solvent is C1(=CC=CC=C1)C (toluene), C1CCOC1 (THF). Reaction conditions: temperature 20 celsius, time 1 hour. The product is CC=1C(=CN2N=CNC(C21)=O)OC(C(C)(C)C)=O (2,2-dimethyl-propionic acid 5-methyl-4-oxo-3,4-dihydro-pyrrolo[2,1-f][1,2,4]triazin-6-yl ester). Yield: 91.4%. RXN SMILES: [OH:1][C:2]1[C:3]([CH3:12])=[C:4]2[N:9]([CH:10]=1)[N:8]=[CH:7][NH:6][C:5]2=[O:11].C(N(C(C)C)CC)(C)C.[C:22](Cl)(=[O:27])[C:23]([CH3:26])([CH3:25])[CH3:24].P([O-])(O)(O)=O.[K+]>C1(C)C=CC=CC=1.C1COCC1>[CH3:12][C:3]1[C:2]([O:1][C:22](=[O:27])[C:23]([CH3:26])([CH3:25])[CH3:24])=[CH:10][N:9]2[C:4]=1[C:5](=[O:11])[NH:6][CH:7]=[N:8]2 |f:3.4|. Reported procedure: A mixture of 2.9 kg 6-hydroxy-5-methyl-3H-pyrrolo[2,1-f][1,2,4]triazin-4-one, 4.6 kg of diisopropylethylamine and 17.0 kg of THF was cooled to 0–10° C., then treated with 2.6 kg pivaloyl chloride at a rate to maintain the temperature<20° C. The mixture was stirred until the reaction was complete by HPLC, then 17.8 kg of toluene was added, followed by 20.6 kg of 15% aqueous potassium dihydrogen phosphate solution. The phases were separated and the organic was washed with 10.2 kg water. The organi... Reactants: C(#N)CC(=O)O (Cyanoacetic acid), CN(C=O)C (N,N-dimethylformamide), C(C(=O)Cl)(=O)Cl (oxalyl chloride), solution, C(C)(C)NC1=CC2=C(N=C(S2)S)C=C1 (6-isopropylamino-1,3-benzothiazole-2-thiol). The solvent is ClCCl (dichloromethane), N1=CC=CC=C1 (pyridine). Reaction conditions: temperature 0 celsius, time 20 minute. Yields the product C(#N)CC(=O)N(C1=CC2=C(N=C(S2)S)C=C1)C(C)C (α-cyano-N-isopropyl-N-(2-mercaptobenzothiazol-6-yl)-acetamide). As a reaction SMILES: [C:1]([CH2:3][C:4]([OH:6])=O)#[N:2].CN(C)C=O.C(Cl)(=O)C(Cl)=O.[CH:18]([NH:21][C:22]1[CH:31]=[CH:30][C:25]2[N:26]=[C:27]([SH:29])[S:28][C:24]=2[CH:23]=1)([CH3:20])[CH3:19]>ClCCl.N1C=CC=CC=1>[C:1]([CH2:3][C:4]([N:21]([CH:18]([CH3:20])[CH3:19])[C:22]1[CH:31]=[CH:30][C:25]2[N:26]=[C:27]([SH:29])[S:28][C:24]=2[CH:23]=1)=[O:6])#[N:2]. Procedure details: Cyanoacetic acid (1.63 g, 19.17 mmol) was suspended in anhydrous dichloromethane (40 ml). A catalytic amount of N,N-dimethylformamide (0.1 ml) was added and the mixture cooled to 0° C. under an atmosphere of Argon. After 20 minutes stirring at 0° C., oxalyl chloride (1.67 ml, 19.17 mmol) was slowly added to the reaction mixture, which was then allowed to warm to ambient temperature. This mixture was added slowly, after stirring 1 hour, to a 1 M solution of 6-isopropylamino-1,3-benzothiazole-2-th... Starting materials: C=1C=C[NH+]=CC1.[O-][Cr](=O)(=O)Cl (PCC), C[C@@]12CCC=C([C@]13OC([C@H](CC2)C3)(C)C)CCCO ((1R,6S,9R)6,10,10-Trimethyl-2-(3-hydroxypropyl)-11-oxatricyclo[7.2.1.01,6]dodec-2-ene), CCOCC (ether). Run in C(Cl)Cl (methylene chloride). Reaction conditions: time 3 hour. The product is C[C@@]12CCC=C([C@]13OC([C@H](CC2)C3)(C)C)CCC=O ((1R,6S,9R)6,10,10-Trimethyl-2-(3-oxopropyl)-11-oxatricyclo[7.2.1.01,6]dodec-2-ene). Yield: 90.3%. As a reaction SMILES: C1C=C[NH+]=CC=1.[O-][Cr](Cl)(=O)=O.[CH3:12][C@:13]12[CH2:23][CH2:22][C@@H:21]3[CH2:24][C@:18]1([O:19][C:20]3([CH3:26])[CH3:25])[C:17]([CH2:27][CH2:28][CH2:29][OH:30])=[CH:16][CH2:15][CH2:14]2.CCOCC>C(Cl)Cl>[CH3:12][C@:13]12[CH2:23][CH2:22][C@@H:21]3[CH2:24][C@:18]1([O:19][C:20]3([CH3:25])[CH3:26])[C:17]([CH2:27][CH2:28][CH:29]=[O:30])=[CH:16][CH2:15][CH2:14]2 |f:0.1|. Procedure: 300 mg (1.39 mmol) of PCC was added to a solution of 100 mg (0.38 mmol) of (1R,6S,9R)6,10,10-trimethyl-2-(3-hydroxypropyl)-11-oxatricyclo[7.2.1.01,6]dodec-2-ene from example 12 in 15 ml of methylene chloride and the reaction mixture was stirred at room temperature for 3 hours, then was added 15 mL of ether. After filtration, the filtrate was concentrated to give 90 mg of crude product. The reactants are C1(=CC=CC=C1)N1C(NNC1=O)=O (4-Phenylurazole), C1(=CC=CC=C1)N1C(NNC1=O)=O (4-phenylurazole), S(=O)(=O)([O-])[O-].[Na+].[Na+] (sodium sulphate), [N+](=O)[O-] (nitrogen dioxide). The solvent is C(Cl)Cl (methylene chloride). Yields the product C1(=CC=CC=C1)N1C(N=NC1=O)=O (4-phenyl-1,2,4-triazoline-3,5-dione). RXN SMILES: [C:1]1([N:7]2[C:11](=[O:12])[NH:10][NH:9][C:8]2=[O:13])[CH:6]=[CH:5][CH:4]=[CH:3][CH:2]=1.S([O-])([O-])(=O)=O.[Na+].[Na+].[N+]([O-])=O>C(Cl)Cl>[C:1]1([N:7]2[C:8](=[O:13])[N:9]=[N:10][C:11]2=[O:12])[CH:2]=[CH:3][CH:4]=[CH:5][CH:6]=1 |f:1.2.3,^1:20|. Reported procedure: 4-Phenylurazole (25gm) and anhydrous sodium sulphate were suspended in methylene chloride. The suspension was cooled in ice and nitrogen dioxide was passed in until all the 4-phenylurazole dissolved. The solution was filtered and the solvent removed under reduced pressure. The solid was either used as obtained or purified by sublimation (at 100°C and 10-5 mm of mercury). Starting materials: FC(C=1C=C(C=C(C1)C(F)(F)F)C(=O)N1C[C@H]([C@H](CC1)C1=C(C=CC=C1)Cl)C1=CC=CC=C1)(F)F (rac-cis-(3,5-bis-trifluoromethyl-phenyl)-[4-(2-chloro-phenyl)-3-phenyl-piperidin-1-yl]-methanone), COCCN (2-methoxy-ethylamine), C1(=C(C=CC=C1)P(C1CCCCC1)C1CCCCC1)C1=CC=CC=C1 (biphenyl-2-yl-dicyclohexyl-phosphane). The product is FC(C=1C=C(C=C(C1)C(F)(F)F)C(=O)N1C[C@H]([C@H](CC1)C1=C(C=CC=C1)NCCOC)C1=CC=CC=C1)(F)F (Rac-cis-(3,5-Bis-trifluoromethyl-phenyl)-{4-[2-(2-methoxy-ethylamino)-phenyl]-3-phenyl-piperidin-1-yl}-methanone). Reaction SMILES: [F:1][C:2]([F:35])([F:34])[C:3]1[CH:4]=[C:5]([C:13]([N:15]2[CH2:20][CH2:19][C@H:18]([C:21]3[CH:26]=[CH:25][CH:24]=[CH:23][C:22]=3Cl)[C@H:17]([C:28]3[CH:33]=[CH:32][CH:31]=[CH:30][CH:29]=3)[CH2:16]2)=[O:14])[CH:6]=[C:7]([C:9]([F:12])([F:11])[F:10])[CH:8]=1.[CH3:36][O:37][CH2:38][CH2:39][NH2:40].C1(C2C=CC=CC=2)C=CC=CC=1P(C1CCCCC1)C1CCCCC1>>[F:1][C:2]([F:35])([F:34])[C:3]1[CH:4]=[C:5]([C:13]([N:15]2[CH2:20][CH2:19][C@H:18]([C:21]3[CH:26]=[CH:25][CH:24]=[CH:23][C:22]=3[NH:40][CH2:39][CH2:38][O:37][CH3:36])[C@H:17]([C:28]3[CH:33]=[CH:32][CH:31]=[CH:30][CH:29]=3)[CH2:16]2)=[O:14])[CH:6]=[C:7]([C:9]([F:12])([F:11])[F:10])[CH:8]=1. Reported procedure: The title compound, MS: m/e=551.1 (M+), was prepared in accordance with the general method of example 10 from rac-cis-(3,5-bis-trifluoromethyl-phenyl)-[4-(2-chloro-phenyl)-3-phenyl-piperidin-1-yl]-methanone, 2-methoxy-ethylamine and biphenyl-2-yl-dicyclohexyl-phosphane as ligand.